From a dataset of the Open Reaction Database (ORD), a public repository of structured organic reaction records. describe an organic reaction: reactants, conditions, products, and yield Starting materials: ClC(=O)OCC (ethyl chloroformate), [OH-].[Na+] (sodium hydroxide), C(C)(C)(C)OC(=O)N1CCC(CC1)(C(=O)O)C1=CC=CC=C1 (1-(tert-Butoxycarbonyl)-4-phenylpiperidine-4-carboxylic acid), [BH4-].[Na+] (Sodium borohydride). Solvent: O1CCCC1 (tetrahydrofuran), C(C)N(CC)CC (triethylamine). Run at time 30 minute. The product is C(C)(C)(C)OC(=O)N1CCC(CC1)(C1=CC=CC=C1)CO (4-(hydroxymethyl)-4-phenyl-1-piperidinecarboxylic acid tert-butyl ester). Yield: 104.8%. As a reaction SMILES: [C:1]([O:5][C:6]([N:8]1[CH2:13][CH2:12][C:11]([C:17]2[CH:22]=[CH:21][CH:20]=[CH:19][CH:18]=2)([C:14](O)=[O:15])[CH2:10][CH2:9]1)=[O:7])([CH3:4])([CH3:3])[CH3:2].ClC(OCC)=O.[BH4-].[Na+].[OH-].[Na+]>O1CCCC1.C(N(CC)CC)C>[C:1]([O:5][C:6]([N:8]1[CH2:13][CH2:12][C:11]([CH2:14][OH:15])([C:17]2[CH:18]=[CH:19][CH:20]=[CH:21][CH:22]=2)[CH2:10][CH2:9]1)=[O:7])([CH3:4])([CH3:3])[CH3:2] |f:2.3,4.5|. Reported procedure: 1-(tert-Butoxycarbonyl)-4-phenylpiperidine-4-carboxylic acid (Bionet Co., 1.0 g) was dissolved in tetrahydrofuran (10 ml) and triethylamine (0.55 ml), and the mixture was cooled to 0° C. Under ice-cooling, ethyl chloroformate (0.34 ml) was added to the mixture, and the mixture was stirred for 30 min. Sodium borohydride (250 mg) was added and the mixture was stirred for 30 min. The mixture was warmed to room temperature and stirred for 2 hr. After completion of the reaction, 1N sodium hydroxide w... Starting materials: CS(=O)(=O)O (Methanesulfonic acid), NC(N)=NC=1SC=C(N1)C=1OC(=CC1)CNC(=O)N (2-(diaminomethyleneamino)-4-(5-ureidomethylfuran-2-yl)thiazole). Run in CO (methanol). Product: CS(=O)(=O)O.NC(N)=NC=1SC=C(N1)C=1OC(=CC1)CNC(=O)N (2-(diaminomethyleneamino)-4-(5-ureidomethylfuran-2-yl)thiazole methanesulfonate). Reaction SMILES: [CH3:1][S:2]([OH:5])(=[O:4])=[O:3].[NH2:6][C:7](=[N:9][C:10]1[S:11][CH:12]=[C:13]([C:15]2[O:16][C:17]([CH2:20][NH:21][C:22]([NH2:24])=[O:23])=[CH:18][CH:19]=2)[N:14]=1)[NH2:8]>CO>[CH3:1][S:2]([OH:5])(=[O:4])=[O:3].[NH2:6][C:7](=[N:9][C:10]1[S:11][CH:12]=[C:13]([C:15]2[O:16][C:17]([CH2:20][NH:21][C:22]([NH2:24])=[O:23])=[CH:18][CH:19]=2)[N:14]=1)[NH2:8] |f:3.4|. Reported procedure: Methanesulfonic acid (0.93 ml) was added to a mixture of 2-(diaminomethyleneamino)-4-(5-ureidomethylfuran-2-yl)thiazole (4.0 g) in methanol (60 ml) and the mixture was stirred for an hour at ambient temperature. The isolated precipitate was collected by filtration and the precipitate was recrystallized from a solution of an aqueous ethanol to give 2-(diaminomethyleneamino)-4-(5-ureidomethylfuran-2-yl)thiazole methanesulfonate (2.77 g). mp: 185° to 186° C.